This data is from the Open Reaction Database (ORD), a public repository of structured organic reaction records. The task is: describe an organic reaction: reactants, conditions, products, and yield Reactants: C1(OCCO1)=O (ethylene carbonate), C(CCCCC)N (n-hexylamine), resultant product. Run at temperature 50 celsius. The product is C(CCCCC)NC(OCCO)=O (2-Hydroxyethyl 1-Hexylcarbamate). RXN SMILES: [C:1]1(=[O:6])[O:5][CH2:4][CH2:3][O:2]1.[CH2:7]([NH2:13])[CH2:8][CH2:9][CH2:10][CH2:11][CH3:12]>>[CH2:7]([NH:13][C:1](=[O:6])[O:2][CH2:3][CH2:4][OH:5])[CH2:8][CH2:9][CH2:10][CH2:11][CH3:12]. Reported procedure: 90.7 grams (1.03 moles) of ethylene carbonate were placed in a flask, melted and stirred at about 50° C. 104.2 grams (1.03 moles) of n-hexylamine were then added drop wise over a 11/2 hour period to the flask at a rate sufficient to maintain the flask contents at 60° to 70° C. The flask contents were held at 80° C. for an additional 51/2 hours and then allowed to cool overnight. Infrared and NMR analyses of the resultant product were consistent with the proposed structure. Reactants: C(#N)C=1C=C(C2=C(N=C(O2)C2=CC=C(C(=O)NCC3CCN(CC3)C3=NC=CC(=N3)C(F)(F)F)C=C2)C1)\C(=C/C)\C (4-{5-cyano-7-[(1Z)-1-methylprop-1-en-1-yl]-1,3-benzoxazol-2-yl}-N-({1-[4-(trifluoromethyl)pyrimidin-2-yl]piperidin-4-yl}methyl)benzamide), ClCCl (dichloromethane), CO (methanol). The reagents and catalysts are [Pd] (Pd/C). Run in C(C)(=O)OCC (ethyl acetate). Conditions: temperature 40 celsius, time 8 hour. Yields the product C(C)(CC)C1=CC(=CC=2N=C(OC21)C2=CC=C(C(=O)NCC1CCN(CC1)C1=NC=CC(=N1)C(F)(F)F)C=C2)C#N (4-(7-sec-Butyl-5-cyano-1,3-benzoxazol-2-yl)-N-({1-[4-(trifluoromethyl)pyrimidin-2-yl]piperidin-4-yl}methyl)benzamide). As a reaction SMILES: [C:1]([C:3]1[CH:4]=[C:5](/[C:38](/[CH3:41])=[CH:39]\[CH3:40])[C:6]2[O:10][C:9]([C:11]3[CH:36]=[CH:35][C:14]([C:15]([NH:17][CH2:18][CH:19]4[CH2:24][CH2:23][N:22]([C:25]5[N:30]=[C:29]([C:31]([F:34])([F:33])[F:32])[CH:28]=[CH:27][N:26]=5)[CH2:21][CH2:20]4)=[O:16])=[CH:13][CH:12]=3)=[N:8][C:7]=2[CH:37]=1)#[N:2].ClCCl.CO>C(OCC)(=O)C.[Pd]>[CH:38]([C:5]1[C:6]2[O:10][C:9]([C:11]3[CH:12]=[CH:13][C:14]([C:15]([NH:17][CH2:18][CH:19]4[CH2:24][CH2:23][N:22]([C:25]5[N:30]=[C:29]([C:31]([F:33])([F:34])[F:32])[CH:28]=[CH:27][N:26]=5)[CH2:21][CH2:20]4)=[O:16])=[CH:35][CH:36]=3)=[N:8][C:7]=2[CH:37]=[C:3]([C:1]#[N:2])[CH:4]=1)([CH2:39][CH3:40])[CH3:41]. Procedure details: To a mixture of 4-{5-cyano-7-[(1Z)-1-methylprop-1-en-1-yl]-1,3-benzoxazol-2-yl}-N-({1-[4-(trifluoromethyl)pyrimidin-2-yl]piperidin-4-yl}methyl)benzamide (18 mg) in ethyl acetate (5 ml)/dichloromethane (5 ml)/methanol (5 ml) at 40° C. was added 15 mg of 10% Pd/C and the resulting mixture was degassed and flushed with nitrogen, followed by degassing and flushing with hydrogen using a double balloon. The mixture was stirred under hydrogen at 40° C. overnight, and then filtered, washing with ethyl a... The reactants are FC(F)(F)c1ccc(C=Cc2nc(CCl)co2)cc1, [H-], [Na+], OCC(O)Cc1nccn1CCCCc1ccc(O)cc1. Yields the product OCC(O)Cc1nccn1CCCCc1ccc(OCc2coc(C=Cc3ccc(C(F)(F)F)cc3)n2)cc1. As a reaction SMILES: [Cl:24][CH2:25][c:26]1[n:27][c:28]([CH:31]=[CH:32][c:33]2[cH:34][cH:35][c:36]([C:39]([F:40])([F:41])[F:42])[cH:37][cH:38]2)[o:29][cH:30]1.[H-:22].[Na+:23].[OH:1][c:2]1[cH:3][cH:4][c:5]([CH2:8][CH2:9][CH2:10][CH2:11][n:12]2[c:13]([CH2:17][CH:18]([CH2:19][OH:20])[OH:21])[n:14][cH:15][cH:16]2)[cH:6][cH:7]1>>[O:1]([c:2]1[cH:3][cH:4][c:5]([CH2:8][CH2:9][CH2:10][CH2:11][n:12]2[c:13]([CH2:17][CH:18]([CH2:19][OH:20])[OH:21])[n:14][cH:15][cH:16]2)[cH:6][cH:7]1)[CH2:25][c:26]1[n:27][c:28]([CH:31]=[CH:32][c:33]2[cH:34][cH:35][c:36]([C:39]([F:40])([F:41])[F:42])[cH:37][cH:38]2)[o:29][cH:30]1. Starting materials: CCOC(=O)COc1ccc(C(=O)Nc2ccccc2Sc2ccccc2C#N)cc1, ClC(Cl)Cl, O=C(OO)c1cccc(Cl)c1. The product is CCOC(=O)COc1ccc(C(=O)Nc2ccccc2S(=O)c2ccccc2C#N)cc1. Reaction SMILES: [C:1](#[N:2])[c:3]1[c:4]([S:9][c:10]2[c:11]([NH:16][C:17](=[O:18])[c:19]3[cH:20][cH:21][c:22]([O:23][CH2:24][C:25](=[O:26])[O:27][CH2:28][CH3:29])[cH:30][cH:31]3)[cH:12][cH:13][cH:14][cH:15]2)[cH:5][cH:6][cH:7][cH:8]1.[CH:43]([Cl:44])([Cl:45])[Cl:46].[Cl:32][c:33]1[cH:34][cH:35][cH:36][c:37]([C:38]([O:39][OH:41])=[O:40])[cH:42]1>>[C:1](#[N:2])[c:3]1[c:4]([S:9]([c:10]2[c:11]([NH:16][C:17](=[O:18])[c:19]3[cH:20][cH:21][c:22]([O:23][CH2:24][C:25](=[O:26])[O:27][CH2:28][CH3:29])[cH:30][cH:31]3)[cH:12][cH:13][cH:14][cH:15]2)=[O:40])[cH:5][cH:6][cH:7][cH:8]1.